This data is from the Open Reaction Database (ORD), a public repository of structured organic reaction records. The task is: describe an organic reaction: reactants, conditions, products, and yield The reactants are C1CCOC1, COC(=O)C1CC(NCc2cc(C(F)(F)F)cc(C(F)(F)F)c2)CN1Cc1ccccc1, [Li+], [OH-], O. Yields the product O=C(O)C1CC(NCc2cc(C(F)(F)F)cc(C(F)(F)F)c2)CN1Cc1ccccc1. RXN SMILES: [CH2:35]1[O:36][CH2:37][CH2:38][CH2:39]1.[CH3:1][O:2][C:3](=[O:4])[CH:5]1[N:6]([CH2:26][c:27]2[cH:28][cH:29][cH:30][cH:31][cH:32]2)[CH2:7][CH:8]([NH:10][CH2:11][c:12]2[cH:13][c:14]([C:22]([F:23])([F:24])[F:25])[cH:15][c:16]([C:18]([F:19])([F:20])[F:21])[cH:17]2)[CH2:9]1.[Li+:34].[OH-:33].[OH2:40]>>[O:2]=[C:3]([OH:4])[CH:5]1[N:6]([CH2:26][c:27]2[cH:28][cH:29][cH:30][cH:31][cH:32]2)[CH2:7][CH:8]([NH:10][CH2:11][c:12]2[cH:13][c:14]([C:22]([F:23])([F:24])[F:25])[cH:15][c:16]([C:18]([F:19])([F:20])[F:21])[cH:17]2)[CH2:9]1. Starting materials: F[B-](F)(F)F, CCN(C(C)C)C(C)C, COc1ccc(-c2nocc2C(=O)O)cc1Cl, Cl, CC(C)(O)C1CCCNC1, CN(C)C=O, CN(C)C(On1nnc2ccccc21)=[N+](C)C. Product: COc1ccc(-c2nocc2C(=O)N2CCCC(C(C)(C)O)C2)cc1Cl. As a reaction SMILES: [B-:27]([F:28])([F:29])([F:30])[F:31].[CH2:18]([N:19]([CH:20]([CH3:21])[CH3:22])[CH:23]([CH3:24])[CH3:25])[CH3:26].[Cl:1][c:2]1[cH:3][c:4](-[c:10]2[n:11][o:12][cH:13][c:14]2[C:15](=[O:16])[OH:17])[cH:5][cH:6][c:7]1[O:8][CH3:9].[ClH:49].[NH:50]1[CH2:51][CH:52]([C:56]([CH3:57])([CH3:58])[OH:59])[CH2:53][CH2:54][CH2:55]1.[O:60]=[CH:61][N:62]([CH3:63])[CH3:64].[n:32]1([O:33][C:34]([N:35]([CH3:36])[CH3:37])=[N+:38]([CH3:39])[CH3:40])[c:41]2[cH:42][cH:43][cH:44][cH:45][c:46]2[n:47][n:48]1>>[Cl:1][c:2]1[cH:3][c:4](-[c:10]2[n:11][o:12][cH:13][c:14]2[C:15](=[O:17])[N:50]2[CH2:51][CH:52]([C:56]([CH3:57])([CH3:58])[OH:59])[CH2:53][CH2:54][CH2:55]2)[cH:5][cH:6][c:7]1[O:8][CH3:9]. Starting materials: Cl.C(C1=CC=CC=C1)ON (O-benzylhydroxylamine hydrochloride), CN1CCOCC1 (NMM), C(CCCCCCC)N(S(=O)(=O)C1=CC=C(C=C1)C)CC(=O)O ([Octyl-(toluene-4-sulfonyl)amino]-acetic acid), C=1C=CC2=C(C1)N=NN2O (HOBt), CN1CCOCC1 (NMM), C(CCl)Cl (EDC). The solvent is CN(C)C=O (DMF), CN(C)C=O (DMF). Reaction conditions: time 48 hour. Yields the product C(C1=CC=CC=C1)ONC(CN(S(=O)(=O)C1=CC=C(C=C1)C)CCCCCCCC)=O (N-Benzyloxy-2-[octyl-(toluene-4-sulfonyl)amino]-acetamide). Yield: 35.6%. Reaction SMILES: [CH2:1]([N:9]([CH2:20][C:21]([OH:23])=O)[S:10]([C:13]1[CH:18]=[CH:17][C:16]([CH3:19])=[CH:15][CH:14]=1)(=[O:12])=[O:11])[CH2:2][CH2:3][CH2:4][CH2:5][CH2:6][CH2:7][CH3:8].CN1CCOCC1.C(Cl)CCl.C1C=CC2N(O)N=NC=2C=1.Cl.[CH2:46]([O:53][NH2:54])[C:47]1[CH:52]=[CH:51][CH:50]=[CH:49][CH:48]=1>CN(C=O)C>[CH2:46]([O:53][NH:54][C:21](=[O:23])[CH2:20][N:9]([CH2:1][CH2:2][CH2:3][CH2:4][CH2:5][CH2:6][CH2:7][CH3:8])[S:10]([C:13]1[CH:14]=[CH:15][C:16]([CH3:19])=[CH:17][CH:18]=1)(=[O:11])=[O:12])[C:47]1[CH:52]=[CH:51][CH:50]=[CH:49][CH:48]=1 |f:4.5|. Procedure details: [Octyl-(toluene-4-sulfonyl)amino]-acetic acid (4.0 g, 0.012 mol) was taken up in DMF (150 ml) and treated at room temperature with NMM (1.55 ml, 0.014 mol) followed by EDC (2.92 g, 0.015 mol). The reaction mixture was allowed to stir for 15 minutes at room temperature before the addition of HOBt (2.1 g, 0.016 mol). The reaction mixture was left to stir for a further 20 minutes before a mixture of O-benzylhydroxylamine hydrochloride (1.87 g, 0.012 mol) and NMM (2.6 ml, 0.024 mol) in DMF (50 ml) w... Product: Brc1cncc(-c2ccsc2)c1. RXN SMILES: [Br:1][c:2]1[cH:3][n:4][cH:5][c:6]([Br:7])[cH:8]1.[CH2:108]([OH:109])[CH3:110].[CH3:9][c:10]1[cH:11][cH:12][cH:13][cH:14][cH:15]1.[Na+:24].[Na+:25].[O-:26][C:27](=[O:28])[O-:29].[OH2:30].[Pd:31].[c:32]1([P:33]([c:34]2[cH:35][cH:36][cH:37][cH:38][cH:39]2)[c:40]2[cH:41][cH:42][cH:43][cH:44][cH:45]2)[cH:46][cH:47][cH:48][cH:49][cH:50]1.[c:51]1([P:52]([c:53]2[cH:54][cH:55][cH:56][cH:57][cH:58]2)[c:59]2[cH:60][cH:61][cH:62][cH:63][cH:64]2)[cH:65][cH:66][cH:67][cH:68][cH:69]1.[c:70]1([P:71]([c:72]2[cH:73][cH:74][cH:75][cH:76][cH:77]2)[c:78]2[cH:79][cH:80][cH:81][cH:82][cH:83]2)[cH:84][cH:85][cH:86][cH:87][cH:88]1.[c:89]1([P:90]([c:91]2[cH:92][cH:93][cH:94][cH:95][cH:96]2)[c:97]2[cH:98][cH:99][cH:100][cH:101][cH:102]2)[cH:103][cH:104][cH:105][cH:106][cH:107]1.[s:16]1[cH:17][c:18]([B:21]([OH:22])[OH:23])[cH:19][cH:20]1>>[c:2]1(-[c:18]2[cH:17][s:16][cH:20][cH:19]2)[cH:3][n:4][cH:5][c:6]([Br:7])[cH:8]1. Reactants: Brc1cncc(Br)c1, CCO, Cc1ccccc1, [Na+], [Na+], O=C([O-])[O-], O, [Pd], c1ccc(P(c2ccccc2)c2ccccc2)cc1, c1ccc(P(c2ccccc2)c2ccccc2)cc1, c1ccc(P(c2ccccc2)c2ccccc2)cc1, c1ccc(P(c2ccccc2)c2ccccc2)cc1, OB(O)c1ccsc1. The reactants are CCN(CC)C(=O)Oc1cccc(OCOC)c1 (substrate), C[Si](C)(C)C[Mg]Cl (effective_coupling_partner). Reaction conditions: temperature 25 celsius, time 16 hour. Product: COCOc1cccc(C[Si](C)(C)C)c1.